describe an organic reaction: reactants, conditions, products, and yield From a dataset of the Open Reaction Database (ORD), a public repository of structured organic reaction records. Starting materials: ice water, C(C1=CC=CC=C1)OC1=C(C=C(C=C1)Br)C(C)C (4-bromo-2-isopropylphenyl benzyl ether), C(C)OC1=CC=C(C=C1)O (4-ethoxyphenol), C([O-])([O-])=O.[K+].[K+] (potassium carbonate), cuprous iodide, Cl (hydrochloric acid). Reagents/catalysts: [Cu] (copper). Solvent: N1=CC=CC=C1 (pyridine). Conditions: time 24 hour. Product: C(C1=CC=CC=C1)OC1=C(C=C(C=C1)OC1=CC=C(C=C1)OCC)C(C)C (4-(4-ethoxyphenoxy)-2-isopropylphenyl benzyl ether). Isolated yield 37.1%. Reaction SMILES: [CH2:1]([O:8][C:9]1[CH:14]=[CH:13][C:12](Br)=[CH:11][C:10]=1[CH:16]([CH3:18])[CH3:17])[C:2]1[CH:7]=[CH:6][CH:5]=[CH:4][CH:3]=1.[CH2:19]([O:21][C:22]1[CH:27]=[CH:26][C:25]([OH:28])=[CH:24][CH:23]=1)[CH3:20].C(=O)([O-])[O-].[K+].[K+].Cl>[Cu].N1C=CC=CC=1>[CH2:1]([O:8][C:9]1[CH:14]=[CH:13][C:12]([O:28][C:25]2[CH:26]=[CH:27][C:22]([O:21][CH2:19][CH3:20])=[CH:23][CH:24]=2)=[CH:11][C:10]=1[CH:16]([CH3:18])[CH3:17])[C:2]1[CH:7]=[CH:6][CH:5]=[CH:4][CH:3]=1 |f:2.3.4|. Procedure: A mixture of 10 g of 4-bromo-2-isopropylphenyl benzyl ether, 4.7 g of 4-ethoxyphenol, 4.7 g of potassium carbonate, 0.30 g of copper powder, 0.30 g of cuprous iodide and 30 ml of pyridine was stirred at 130° C. to 140° C. for 24 hours. The reaction solution was cooled to room temperature, poured into ice-water and then acidified by adding 10% hydrochloric acid. The solution was extracted with 100 ml of diethyl ether, washed in turn with 10% hydrochloric acid, an aqueous 10% sodium hydroxide solu... The reactants are COc1cc(c(cc1C=O)[Br])OC, CC1=CN=C(C=C1)N, [C-]#[N+]C1CCCCC1. Reagents/catalysts: O=C(O)C(F)(F)F (trifluoroacetic acid). Solvent: CC(C)O (isopropyl alcohol), CC(C)O (isopropylalcohol). Run at temperature 22 celsius, time 20 hour. Yields the product Cc1ccc2nc(c3cc(c(cc3OC)OC)[Br])c(NC3CCCCC3)n2c1. The yield is 20.5%. RXN SMILES: CC1=CC=C(N)N=C1.[C-]#[N+]C1CCCCC1.COC1=CC(OC)=C(C=O)C=C1Br>>COC1=CC(OC)=C(C=C1Br)C1=C(NC2CCCCC2)N2C=C(C)C=CC2=N1.